describe an organic reaction: reactants, conditions, products, and yield From a dataset of the Open Reaction Database (ORD), a public repository of structured organic reaction records. The reactants are O=C([O-])[O-], BrCc1ccccc1, CC(C)=O, [K+], [K+], O, O=Cc1ccc(O)cc1. Yields the product O=Cc1ccc(OCc2ccccc2)cc1. As a reaction SMILES: [C:10](=[O:11])([O-:12])[O-:13].[CH2:20]([c:21]1[cH:22][cH:23][cH:24][cH:25][cH:26]1)[Br:27].[CH3:16][C:17](=[O:18])[CH3:19].[K+:14].[K+:15].[OH2:28].[OH:1][c:2]1[cH:3][cH:4][c:5]([CH:6]=[O:7])[cH:8][cH:9]1>>[O:1]([c:2]1[cH:3][cH:4][c:5]([CH:6]=[O:7])[cH:8][cH:9]1)[CH2:20][c:21]1[cH:22][cH:23][cH:24][cH:25][cH:26]1. Reactants: alcohol, II, CC1([C@@H](N2[C@H](S1)[C@@H](C2=O)NC(=O)[C@@H](C=3C=CC=CC3)N)C(=O)O)C (ampicillin), O=C[C@@H](O)[C@H](O)[C@H](O)CO (arabinose), CC1([C@@H](N2[C@H](S1)[C@@H](C2=O)NC(=O)[C@@H](C=3C=CC=CC3)N)C(=O)O)C (ampicillin), DNA, [Mg+2].[Cl-].[Cl-] (MgCl2), [Cl-].[K+] (KCl), YPR1. Reaction conditions: time 7.5 hour. Product: C(C)OC(CC(CCl)=O)=O (ethyl-4-chloro-3-ketobutyrate). As a reaction SMILES: [Mg+2].[Cl-:2].[Cl-].[Cl-].[K+].CC1(C)S[C@@H]2[C@H:12](NC([C@H](N)C3C=CC=CC=3)=O)[C:13](=[O:14])N2[C@H]1C(O)=O.O=C[C@H:32]([C@@H:34]([C@@H:36]([CH2:38][OH:39])O)[OH:35])O>>[CH2:13]([O:14][C:38](=[O:39])[CH2:36][C:34](=[O:35])[CH2:32][Cl:2])[CH3:12] |f:0.1.2,3.4|. Procedure: A gene encoding the alcohol dehydrogenase YPR1 (described by Nakamura, K., et al., Bioscience, Biotechnology and Biochemistry, (1997) 61, 375-377), is subjected to mutagenesis by error-prone PCR according to the method of May, O., et al., (Nature Biotechnology, (2000) 18, 317-320). The error-prone PCR is performed in a 100 CL reaction mixture containing 0.25 ng of plasmid DNA as a template dissolved in PCR buffer (10 mM TRIS, 1.5 mM MgCl2, 50 mM KCl, pH 8.3), and also containing 0.2 mM of each d...